From a dataset of the Open Reaction Database (ORD), a public repository of structured organic reaction records. describe an organic reaction: reactants, conditions, products, and yield Starting materials: CC1(C)C(=O)N(Br)C(=O)N1Br, COC(C)=O, COC(=O)c1c(C)cccc1[N+](=O)[O-], Cc1cccc([N+](=O)[O-])c1C(=O)[O-], CC(C)(C#N)N=NC(C)(C)C#N. The product is COC(=O)c1c(CBr)cccc1[N+](=O)[O-]. RXN SMILES: [Br:15][N:16]1[C:17]([CH3:18])([CH3:19])[C:20](=[O:21])[N:22]([Br:23])[C:24]1=[O:25].[C:51]([O:52][CH3:53])(=[O:54])[CH3:55].[CH3:1][c:2]1[c:3]([C:4](=[O:5])[O:6][CH3:7])[c:8]([N+:12](=[O:13])[O-:14])[cH:9][cH:10][cH:11]1.[CH3:38][c:39]1[cH:40][cH:41][cH:42][c:43]([N+:44]([O-:45])=[O:46])[c:47]1[C:48]([O-:49])=[O:50].[N:26]([C:27]([CH3:28])([CH3:29])[C:30]#[N:31])=[N:32][C:33]([CH3:34])([CH3:35])[C:36]#[N:37]>>[CH2:1]([c:2]1[c:3]([C:4](=[O:5])[O:6][CH3:7])[c:8]([N+:12](=[O:13])[O-:14])[cH:9][cH:10][cH:11]1)[Br:15]. Product: O=C(OCC1CCc2c(O)cccc2C1)N(c1ccccc1)c1ccccc1. Starting materials: CS(=O)(=O)O, CSCCC(N)C(=O)O, O, COc1cccc2c1CCC(COC(=O)N(c1ccccc1)c1ccccc1)C2. RXN SMILES: [CH3:40][S:41](=[O:42])(=[O:43])[OH:44].[NH2:30][CH:31]([C:32]([OH:33])=[O:34])[CH2:35][CH2:36][S:37][CH3:38].[OH2:39].[c:1]1([N:7]([C:8]([O:9][CH2:10][CH:11]2[CH2:12][c:13]3[cH:14][cH:15][cH:16][c:17]([O:21][CH3:22])[c:18]3[CH2:19][CH2:20]2)=[O:23])[c:24]2[cH:25][cH:26][cH:27][cH:28][cH:29]2)[cH:2][cH:3][cH:4][cH:5][cH:6]1>>[c:1]1([N:7]([C:8]([O:9][CH2:10][CH:11]2[CH2:12][c:13]3[cH:14][cH:15][cH:16][c:17]([OH:21])[c:18]3[CH2:19][CH2:20]2)=[O:23])[c:24]2[cH:25][cH:26][cH:27][cH:28][cH:29]2)[cH:2][cH:3][cH:4][cH:5][cH:6]1. The reactants are C1CCOC1, CCOC(C)=O, CC(C)OC(=O)N=NC(=O)OC(C)C, O, COC(=O)Cc1ccc(O)cc1, c1ccc(P(c2ccccc2)c2ccccc2)cc1, OCCn1ccnc1. Product: COC(=O)Cc1ccc(OCCn2ccnc2)cc1. As a reaction SMILES: [CH2:54]1[O:55][CH2:56][CH2:57][CH2:58]1.[CH3:59][CH2:60][O:61][C:62]([CH3:63])=[O:64].[O:40]=[C:41]([O:42][CH:43]([CH3:44])[CH3:45])[N:46]=[N:47][C:48]([O:49][CH:50]([CH3:51])[CH3:52])=[O:53].[OH2:65].[OH:1][c:2]1[cH:3][cH:4][c:5]([CH2:8][C:9](=[O:10])[O:11][CH3:12])[cH:6][cH:7]1.[c:21]1([P:22]([c:23]2[cH:24][cH:25][cH:26][cH:27][cH:28]2)[c:29]2[cH:30][cH:31][cH:32][cH:33][cH:34]2)[cH:35][cH:36][cH:37][cH:38][cH:39]1.[n:13]1([CH2:18][CH2:19][OH:20])[cH:14][n:15][cH:16][cH:17]1>>[O:1]([c:2]1[cH:3][cH:4][c:5]([CH2:8][C:9](=[O:10])[O:11][CH3:12])[cH:6][cH:7]1)[CH2:19][CH2:18][n:13]1[cH:14][n:15][cH:16][cH:17]1. Reactants: CC#N, Cl[Cu], CC(O)CC(=O)OCc1ccccc1. Product: CC=CC(=O)OCc1ccccc1. Reaction SMILES: [CH3:15][C:16]#[N:17].[Cu:18][Cl:19].[OH:1][CH:2]([CH2:3][C:4](=[O:5])[O:6][CH2:7][c:8]1[cH:9][cH:10][cH:11][cH:12][cH:13]1)[CH3:14]>>[CH:2](=[CH:3][C:4](=[O:5])[O:6][CH2:7][c:8]1[cH:9][cH:10][cH:11][cH:12][cH:13]1)[CH3:14].